This data is from the Open Reaction Database (ORD), a public repository of structured organic reaction records. The task is: describe an organic reaction: reactants, conditions, products, and yield The reactants are O=C(C(=O)O)CCC1=CC=CC=C1 (2-Oxo-4-phenylbutyric acid), N[C@@H]1C(N(CCCC1)C(CC1=CNC2=CC=CC=C12)C(=O)O)=O (3-(S)-amino-1-[1-carboxy-2-(3-indolyl)ethyl]perhydroazepin-2-one), C(#N)[BH3-].[Na+] (sodium cyanoborohydride). The product is C(=O)(O)C(CC1=CNC2=CC=CC=C12)N1C([C@H](CCCC1)NC(CCC1=CC=CC=C1)C(=O)O)=O (1-[1-carboxy-2-(3-indolyl)ethyl]-3-(S)-[(1-carboxy-3-phenylpropyl)amino]perhydroazepin-2-one). Reaction SMILES: O=[C:2]([CH2:6][CH2:7][C:8]1[CH:13]=[CH:12][CH:11]=[CH:10][CH:9]=1)[C:3]([OH:5])=[O:4].[NH2:14][C@H:15]1[CH2:21][CH2:20][CH2:19][CH2:18][N:17]([CH:22]([C:33]([OH:35])=[O:34])[CH2:23][C:24]2[C:32]3[C:27](=[CH:28][CH:29]=[CH:30][CH:31]=3)[NH:26][CH:25]=2)[C:16]1=[O:36].C([BH3-])#N.[Na+]>>[C:33]([CH:22]([N:17]1[CH2:18][CH2:19][CH2:20][CH2:21][C@H:15]([NH:14][CH:2]([C:3]([OH:5])=[O:4])[CH2:6][CH2:7][C:8]2[CH:9]=[CH:10][CH:11]=[CH:12][CH:13]=2)[C:16]1=[O:36])[CH2:23][C:24]1[C:32]2[C:27](=[CH:28][CH:29]=[CH:30][CH:31]=2)[NH:26][CH:25]=1)([OH:35])=[O:34] |f:2.3|. Procedure: Methyl 3-[3-indolyl]-2-oxopropionate (1.09 g) and α-t-Boc-L-lysine (0.246) are dissolved in ethanol solvent containing powdered 4 Å molecular sieves (1.87 g). A solution of sodium cyanoborohydride (0.189 g) in ethanol is added at room temperature over six hours. When reaction is complete, the solvent is removed and the residue is partitioned between ether and water. The aqueous layer is isolated and pH adjusted to 3.6. The crude product is extracted into ethyl acetate and purified by LH-20 chrom... Reactants: C(=O)(O)C=1C=C(C=CC1)C1=CC=C(C=C1)O (3'-carboxybiphenyl-4-ol), S(O)(O)(=O)=O (sulfuric acid), C(O)([O-])=O.[Na+] (sodium hydrogen carbonate). Solvent: CO (methanol). Yields the product COC(=O)C=1C=C(C=CC1)C1=CC=C(C=C1)O (3'-Methoxycarbonylbiphenyl-4-ol). Reaction SMILES: [C:1]([C:4]1[CH:5]=[C:6]([C:10]2[CH:15]=[CH:14][C:13]([OH:16])=[CH:12][CH:11]=2)[CH:7]=[CH:8][CH:9]=1)([OH:3])=[O:2].S(=O)(=O)(O)O.[C:22](=O)([O-])O.[Na+]>CO>[CH3:22][O:2][C:1]([C:4]1[CH:5]=[C:6]([C:10]2[CH:15]=[CH:14][C:13]([OH:16])=[CH:12][CH:11]=2)[CH:7]=[CH:8][CH:9]=1)=[O:3] |f:2.3|. Procedure details: Solid 3'-carboxybiphenyl-4-ol (1.5 g) was suspended in methanol (10 ml) and concentrated sulfuric acid (1 ml). The mixture was heated at reflux for 16 hours. After cooling, the mixture was basified by the addition of solid sodium hydrogen carbonate. The white solid which formed was filtered and washed with copious amounts of water to give the sub-title compound as a white solid (1.5 g).